This data is from the Open Reaction Database (ORD), a public repository of structured organic reaction records. The task is: describe an organic reaction: reactants, conditions, products, and yield The reactants are C(=O)C1=C(C=CC=C1I)N1N=C(C(=C1)C#N)NC1=CC=C(C=C1)C(=O)N1CCOCC1 (1-(2-Formyl-3-iodophenyl)-3-(4-(morpholine-4-carbonyl)phenylamino)-1H-pyrazole-4-carbonitrile), C([O-])(O)=O.[Na+] (sodium bicarbonate), C(C)(C)(C)C=1C=C2C=NNC(C2=CC1)=O (6-tert-butylphthalazin-1(2H)-one), cuprous iodide. The solvent is CS(=O)C (DMSO). Conditions: time 1 hour. The product is C(C)(C)(C)C=1C=C2C=NN(C(C2=CC1)=O)C=1C(=C(C=CC1)N1N=C(C(=C1)C#N)NC1=CC=C(C=C1)C(=O)N1CCOCC1)C=O (1-(3-(6-tert-butyl-1-oxophthalazin-2(1H)-yl)-2-formylphenyl)-3-[4-(morpholine-4-carbonyl)phenylamino]-1H-pyrazole-4-carbonitrile). Yield: 41.9%. Reaction SMILES: [CH:1]([C:3]1[C:8](I)=[CH:7][CH:6]=[CH:5][C:4]=1[N:10]1[CH:14]=[C:13]([C:15]#[N:16])[C:12]([NH:17][C:18]2[CH:23]=[CH:22][C:21]([C:24]([N:26]3[CH2:31][CH2:30][O:29][CH2:28][CH2:27]3)=[O:25])=[CH:20][CH:19]=2)=[N:11]1)=[O:2].[C:32]([C:36]1[CH:37]=[C:38]2[C:43](=[CH:44][CH:45]=1)[C:42](=[O:46])[NH:41][N:40]=[CH:39]2)([CH3:35])([CH3:34])[CH3:33].C(=O)(O)[O-].[Na+]>CS(C)=O>[C:32]([C:36]1[CH:37]=[C:38]2[C:43](=[CH:44][CH:45]=1)[C:42](=[O:46])[N:41]([C:8]1[C:3]([CH:1]=[O:2])=[C:4]([N:10]3[CH:14]=[C:13]([C:15]#[N:16])[C:12]([NH:17][C:18]4[CH:23]=[CH:22][C:21]([C:24]([N:26]5[CH2:31][CH2:30][O:29][CH2:28][CH2:27]5)=[O:25])=[CH:20][CH:19]=4)=[N:11]3)[CH:5]=[CH:6][CH:7]=1)[N:40]=[CH:39]2)([CH3:35])([CH3:33])[CH3:34] |f:2.3|. Procedure: 1-(2-Formyl-3-iodophenyl)-3-(4-(morpholine-4-carbonyl)phenylamino)-1H-pyrazole-4-carbonitrile (71 mg, 0.135 mmol), 6-tert-butylphthalazin-1(2H)-one (27.2 mg, 0.135 mmol), cuprous iodide (25.6 mg, 0.135 mmol) and sodium bicarbonate (22.6 mg, 0.269 mmol) were combined in 2 mL of DMSO. The mixture was thoroughly degassed with argon and then stirred in an oil bath preheated to 100° C. After 1 hr, the mixture was extracted with dichloromethane and water. The organic layer was dried over sodium sulfat... The reactants are O=C([O-])[O-], Cc1noc(C)c1CCl, Cl, [Cs+], [Cs+], CN(C)C=O, CCOC(=O)c1cn[nH]c1. Yields the product CCOC(=O)c1cnn(Cc2c(C)noc2C)c1. Reaction SMILES: [C:20](=[O:21])([O-:22])[O-:23].[Cl:11][CH2:12][c:13]1[c:14]([CH3:19])[n:15][o:16][c:17]1[CH3:18].[ClH:31].[Cs+:24].[Cs+:25].[O:26]=[CH:27][N:28]([CH3:29])[CH3:30].[nH:1]1[n:2][cH:3][c:4]([C:6](=[O:7])[O:8][CH2:9][CH3:10])[cH:5]1>>[n:1]1([CH2:12][c:13]2[c:14]([CH3:19])[n:15][o:16][c:17]2[CH3:18])[n:2][cH:3][c:4]([C:6](=[O:7])[O:8][CH2:9][CH3:10])[cH:5]1.